Dataset: the Open Reaction Database (ORD), a public repository of structured organic reaction records. Task: describe an organic reaction: reactants, conditions, products, and yield The reactants are C[Si](C)(C)C(C(=O)N)[Si](C)(C)C (Bis(trimethylsilyl)acetamide), C(C1=CC=CC=C1)C(C(=O)O)=C (benzyl acrylic acid), P(OCC)(OCC)[O-] (diethyl phosphite). The solvent is ClCCl (dichloromethane), C(C)(=O)OCC (ethyl acetate). Conditions: time 30 minute. Product: C(C)OP(=O)(OCC)CC(C(=O)O)CC1=CC=CC=C1 (α-[(Diethoxyphosphinyl)methyl]benzenepropanoic acid). Yield: 99.9%. RXN SMILES: C[Si](C([Si](C)(C)C)C(N)=O)(C)C.[CH2:13]([C:20](=[CH2:24])[C:21]([OH:23])=[O:22])[C:14]1[CH:19]=[CH:18][CH:17]=[CH:16][CH:15]=1.[P:25]([O-:32])([O:29][CH2:30][CH3:31])[O:26][CH2:27][CH3:28]>ClCCl.C(OCC)(=O)C>[CH2:27]([O:26][P:25]([CH2:24][CH:20]([CH2:13][C:14]1[CH:19]=[CH:18][CH:17]=[CH:16][CH:15]=1)[C:21]([OH:23])=[O:22])([O:29][CH2:30][CH3:31])=[O:32])[CH3:28]. Reported procedure: Bis(trimethylsilyl)acetamide (5 g, 0.024 mole, 6 ml) was added, at room temperature, to a solution of benzyl acrylic acid (2 g, 0.012 mole) and diethyl phosphite (3.3 g, 0.024 moles) in dichloromethane (30 ml). The mixture was stirred at ambient temperature for 30 minutes, concentrated in vacuo at room temperature, and the residue was heated at a bath temperature of 100°-110° for 16 hours. The colorless oil reaction mixture was dissolved in ethyl acetate and extracted with 5% sodium bicarbonate ...